Dataset: the Open Reaction Database (ORD), a public repository of structured organic reaction records. Task: describe an organic reaction: reactants, conditions, products, and yield Starting materials: three, C1(=C(C=CC=C1)P(C1=C(C=CC=C1)C)C1=C(C=CC=C1)C)C (tri(ortho-tolyl)phosphine), C([O-])([O-])=O.[K+].[K+] (potassium carbonate), BrC1=CC2=C(C3=CC=CC=C3C(=C2C=C1)C1=CC=CC=C1)C1=CC=CC=C1 (2-bromo-9,10-diphenylanthracene), C1=CC=CC=2C3=CC=CC=C3N(C12)C1=CC=C(C=C1)B(O)O (4-(9H-carbazol-9-yl)phenylboronic acid), light yellow powdered solid. Reagents/catalysts: C(C)(=O)[O-].[Pd+] (palladium(1) acetate). Solvent: C(C)O (ethanol), C1(=CC=CC=C1)C (toluene), C1(=CC=CC=C1)C (toluene). Conditions: temperature 100 celsius. Product: C1(=CC=CC=C1)C=1C2=CC=CC=C2C(=C2C=CC(=CC12)C1=CC=C(C=C1)N1C2=CC=CC=C2C=2C=CC=CC12)C1=CC=CC=C1 (9-[4-(9,10-Diphenyl-2-anthryl)phenyl]-9H-carbazole). The yield is 54.0%. Reaction SMILES: Br[C:2]1[CH:15]=[CH:14][C:13]2[C:4](=[C:5]([C:22]3C=CC=[CH:24][CH:23]=3)[C:6]3[C:11]([C:12]=2[C:16]2[CH:21]=[CH:20][CH:19]=[CH:18][CH:17]=2)=[CH:10][CH:9]=[CH:8][CH:7]=3)[CH:3]=1.[CH:28]1[C:40]2[N:39]([C:41]3[CH:46]=[CH:45][C:44](B(O)O)=[CH:43][CH:42]=3)[C:38]3[C:33](=[CH:34][CH:35]=[CH:36][CH:37]=3)[C:32]=2[CH:31]=[CH:30][CH:29]=1.[C:50]1(C)[CH:55]=CC=C[C:51]=1P(C1C=CC=CC=1C)C1C=CC=CC=1C.C(=O)([O-])[O-].[K+].[K+]>C([O-])(=O)C.[Pd+].C1(C)C=CC=CC=1.C(O)C>[C:16]1([C:12]2[C:11]3[C:6]([C:5]([C:22]4[CH:23]=[CH:24][CH:55]=[CH:50][CH:51]=4)=[C:4]4[C:13]=2[CH:14]=[C:15]([C:30]2[CH:31]=[CH:32][C:40]([N:39]5[C:38]6[CH:37]=[CH:36][CH:35]=[CH:34][C:33]=6[C:42]6[C:41]5=[CH:46][CH:45]=[CH:44][CH:43]=6)=[CH:28][CH:29]=2)[CH:2]=[CH:3]4)=[CH:7][CH:8]=[CH:9][CH:10]=3)[CH:21]=[CH:20][CH:19]=[CH:18][CH:17]=1 |f:3.4.5,6.7|. Reported procedure: In a 100 mL three neck flask were put 2.0 g (4.9 mmol) of 2-bromo-9,10-diphenylanthracene, 1.4 g (4.9 mmol) of 4-(9H-carbazol-9-yl)phenylboronic acid, and 0.15 g (0.50 mmol) of tri(ortho-tolyl)phosphine, and the atmosphere in the flask was replaced with nitrogen. To this mixture were added 15 mL of toluene, 15 mL of ethanol, and 10 mL of an aqueous potassium carbonate solution (2.0 mol/L). This mixture was deaerated while being stirred under reduced pressure. Then, the atmosphere in the flask wa... The reactants are O=C1Nc2ccc(Br)cc2C1=O, CC(=O)O, NNC(=O)c1ccc([N+](=O)[O-])cc1. The product is O=C1Nc2ccc(Br)cc2C1=NNC(=O)c1ccc([N+](=O)[O-])cc1. As a reaction SMILES: [Br:1][c:2]1[cH:3][c:4]2[c:8]([cH:9][cH:10]1)[NH:7][C:6](=[O:11])[C:5]2=[O:12].[CH3:26][C:27](=[O:28])[OH:29].[N+:13](=[O:14])([O-:15])[c:16]1[cH:17][cH:18][c:19]([C:20](=[O:21])[NH:22][NH2:23])[cH:24][cH:25]1>>[Br:1][c:2]1[cH:3][c:4]2[c:8]([cH:9][cH:10]1)[NH:7][C:6](=[O:11])[C:5]2=[N:23][NH:22][C:20]([c:19]1[cH:18][cH:17][c:16]([N+:13](=[O:14])[O-:15])[cH:25][cH:24]1)=[O:21].